From a dataset of the Open Reaction Database (ORD), a public repository of structured organic reaction records. describe an organic reaction: reactants, conditions, products, and yield The reactants are COC(=O)C=Cc1c[nH]c2ccc(OCc3ccccc3)cc12, Cc1ccccc1, [H-], [Na+], C=CCO. Yields the product C=CCOC(=O)C=Cc1c[nH]c2ccc(OCc3ccccc3)cc12. Reaction SMILES: [CH2:7]([c:8]1[cH:9][cH:10][cH:11][cH:12][cH:13]1)[O:14][c:15]1[cH:16][c:17]2[c:18]([CH:24]=[CH:25][C:26](=[O:27])[O:28][CH3:29])[cH:19][nH:20][c:21]2[cH:22][cH:23]1.[CH3:30][c:31]1[cH:32][cH:33][cH:34][cH:35][cH:36]1.[H-:1].[Na+:2].[OH:3][CH2:4][CH:5]=[CH2:6]>>[CH:4](=[CH2:5])[CH2:29][O:28][C:26]([CH:25]=[CH:24][c:18]1[c:17]2[cH:16][c:15]([O:14][CH2:7][c:8]3[cH:9][cH:10][cH:11][cH:12][cH:13]3)[cH:23][cH:22][c:21]2[nH:20][cH:19]1)=[O:27]. The reactants are [N+](=O)([O-])C1=C(C=CC=C1)S(=O)(=O)NCCOC1=CC(=NC(=C1)C(=O)OCC)C(=O)OCC (diethyl 4-[2-(2-nitro-benzenesulfonylamino)-ethoxy]-pyridine-2,6-dicarboxylate), O (water), [BH4-].[Na+] (sodium borohydride), [Cl-].[Cl-].[Ca+2] (CaCl2). Solvent: C(C)O (ethanol). Run at time 30 minute. Yields the product OCC1=NC(=CC(=C1)OCCNS(=O)(=O)C1=C(C=CC=C1)[N+](=O)[O-])CO (N-[2-(2,6-bis-hydroxymethyl-pyridin-4-yloxy)-ethyl]-2-nitro-benzenesulfonamide). The yield is 99.4%. As a reaction SMILES: [N+:1]([C:4]1[CH:9]=[CH:8][CH:7]=[CH:6][C:5]=1[S:10]([NH:13][CH2:14][CH2:15][O:16][C:17]1[CH:22]=[C:21]([C:23](OCC)=[O:24])[N:20]=[C:19]([C:28](OCC)=[O:29])[CH:18]=1)(=[O:12])=[O:11])([O-:3])=[O:2].[BH4-].[Na+].[Cl-].[Cl-].[Ca+2].O>C(O)C>[OH:24][CH2:23][C:21]1[CH:22]=[C:17]([O:16][CH2:15][CH2:14][NH:13][S:10]([C:5]2[CH:6]=[CH:7][CH:8]=[CH:9][C:4]=2[N+:1]([O-:3])=[O:2])(=[O:11])=[O:12])[CH:18]=[C:19]([CH2:28][OH:29])[N:20]=1 |f:1.2,3.4.5|. Procedure details: To a solution of 1.3 g of diethyl 4-[2-(2-nitro-benzenesulfonylamino)-ethoxy]-pyridine-2,6-dicarboxylate in 200 mL of ethanol was successively added 315 mg of sodium borohydride and 941 mg of CaCl2. The mixture was stirred for 1 hour 30 minutes at room temperature and 50 ml of water were then added thereto. The ethanol was removed under reduced pressure and 50 ml of water were added to the residue obtained; the aqueous phase was extracted 3× with EtOAc. The organic phases were combined, washed w... The reactants are [OH-].[Li+] (lithium hydroxide), C(C)OP(=O)(CC1=CC=CC=C1)C[C@H](CN[C@@H](C)C1=CC(=C(C(=C1)OC)OC)OC)O (3-{N-[1(S)-(3,4,5-trimethoxyphenyl)ethyl]amino}-2(S)-hydroxy-propyl(benzyl)-phosphinic acid ethyl ester). Run in O (water), O (water). Yields the product COC=1C=C(C=C(C1OC)OC)[C@H](C)NC[C@@H](CP(O)(=O)CC1=CC=CC=C1)O (3-{N-[1(S)-(3,4,5-trimethoxyphenyl)ethyl]amino}-2(S)-hydroxypropyl-(benzyl)-phosphinic acid). As a reaction SMILES: [OH-].[Li+].C([O:5][P:6]([CH2:15][C@@H:16]([OH:33])[CH2:17][NH:18][C@H:19]([C:21]1[CH:26]=[C:25]([O:27][CH3:28])[C:24]([O:29][CH3:30])=[C:23]([O:31][CH3:32])[CH:22]=1)[CH3:20])([CH2:8][C:9]1[CH:14]=[CH:13][CH:12]=[CH:11][CH:10]=1)=[O:7])C>O>[CH3:32][O:31][C:23]1[CH:22]=[C:21]([C@@H:19]([NH:18][CH2:17][C@H:16]([OH:33])[CH2:15][P:6]([CH2:8][C:9]2[CH:14]=[CH:13][CH:12]=[CH:11][CH:10]=2)(=[O:5])[OH:7])[CH3:20])[CH:26]=[C:25]([O:27][CH3:28])[C:24]=1[O:29][CH3:30] |f:0.1|. Procedure: 10 ml of water and 0.24 g of lithium hydroxide are added to a solution of 2.05 g of 3-{N-[1(S)-(3,4,5-trimethoxyphenyl)ethyl]amino}-2(S)-hydroxy-propyl(benzyl)-phosphinic acid ethyl ester in 4 ml of water and the mixture is heated at reflux overnight. The then clear solution is cooled to room temperature, adjusted to pH 7 with phsophoric acid and concentrated to dryness by evaporation under reduced pressure. The evaporation residue is made into a slurry in hot methanol and filtered. After concen...